This data is from the Open Reaction Database (ORD), a public repository of structured organic reaction records. The task is: describe an organic reaction: reactants, conditions, products, and yield The reactants are CC#N, Nc1ccc(NNC=O)cc1, S=C=Nc1ccccc1. Product: O=CNNc1ccc(NC(=S)Nc2ccccc2)cc1. Reaction SMILES: [CH3:21][C:22]#[N:23].[CH:1](=[O:2])[NH:3][NH:4][c:5]1[cH:6][cH:7][c:8]([NH2:11])[cH:9][cH:10]1.[c:12]1([N:18]=[C:19]=[S:20])[cH:13][cH:14][cH:15][cH:16][cH:17]1>>[CH:1](=[O:2])[NH:3][NH:4][c:5]1[cH:6][cH:7][c:8]([NH:11][C:19]([NH:18][c:12]2[cH:13][cH:14][cH:15][cH:16][cH:17]2)=[S:20])[cH:9][cH:10]1. Reported procedure: To 2,6-difluoro-nicotinic acid methyl ester (60, 2.00 g, 0.0116 mol) in N,N-dimethylformamide (20.0 mL), under an atmosphere of nitrogen at −40° C., was added p-chlorobenzylamine (61, 2.60 mL, 0.0214 mol). The reaction was stirred at −40° C. to −20° C. for 2 hours, then poured into water and extracted with ethyl acetate. The organic layer was dried over anhydrous sodium sulfate and filtered. The filtrate was concentrated and purified by silica gel column chromatography eluting with 25% ethyl ace... Run in CN(C=O)C (N,N-dimethylformamide). As a reaction SMILES: [CH3:1][O:2][C:3](=[O:12])[C:4]1[CH:9]=[CH:8][C:7](F)=[N:6][C:5]=1[F:11].[Cl:13][C:14]1[CH:21]=[CH:20][C:17]([CH2:18][NH2:19])=[CH:16][CH:15]=1.O>CN(C)C=O>[CH3:1][O:2][C:3](=[O:12])[C:4]1[CH:9]=[CH:8][C:7]([NH:19][CH2:18][C:17]2[CH:20]=[CH:21][C:14]([Cl:13])=[CH:15][CH:16]=2)=[N:6][C:5]=1[F:11]. Product: COC(C1=C(N=C(C=C1)NCC1=CC=C(C=C1)Cl)F)=O (6-(4-Chloro-benzylamino)-2-fluoro-nicotinic acid methyl ester). Starting materials: COC(C1=C(N=C(C=C1)F)F)=O (2,6-Difluoro-nicotinic acid methyl ester), ClC1=CC=C(CN)C=C1 (p-chlorobenzylamine), O (water). Reaction conditions: time 2 hour. Reactants: N1C=CC2=CC(=CC=C12)C#N (1H-indole-5-carbonitrile), CN(C=O)C (dimethylformamide), [Cl-] (chloride), CN(C=O)C (dimethylformamide). Run at time 30 minute. The product is C(=O)C1=CNC2=CC=C(C=C12)C#N (3-Formyl-1H-indole-5-carbonitrile). The yield is 84.0%. RXN SMILES: [Cl-].[NH:2]1[C:10]2[C:5](=[CH:6][C:7]([C:11]#[N:12])=[CH:8][CH:9]=2)[CH:4]=[CH:3]1.CN(C)[CH:15]=[O:16]>>[CH:15]([C:4]1[C:5]2[C:10](=[CH:9][CH:8]=[C:7]([C:11]#[N:12])[CH:6]=2)[NH:2][CH:3]=1)=[O:16]. Procedure details: Phophoyl chloride (4.24 ml, 45.48 mmol) was added dropwise to dimethylformamide (3.52 ml, 45.48 mmol) and stirred for 30 mins at room temperature. A solution of 1H-indole-5-carbonitrile (5.39 g, 37.9 mmol) in dimethylformamide (10 ml) was added dropwise. A solid precipitated, further dimethylformamide (10 ml) was added to aid stirring and the reaction mixture was then stirred at room temperature for 3 hr. Water was s added to quench the reaction mixture which was then stirred for 18 hr. The stir... Starting materials: O=C([O-])[O-], CN(C)C=O, COc1cc2c(Oc3cc4ccccc4nc3C)ccnc2cc1OCCCCl, Cl, [H-], [K+], [K+], N=C(N)N, [Na+], O. Product: COc1cc2c(Oc3cc4ccccc4nc3C)ccnc2cc1OCCCNC(=N)N. Reaction SMILES: [C:30](=[O:31])([O-:32])[O-:33].[CH3:44][N:45]([CH3:46])[CH:47]=[O:48].[Cl:1][CH2:2][CH2:3][CH2:4][O:5][c:6]1[c:7]([O:28][CH3:29])[cH:8][c:9]2[c:10]([O:16][c:17]3[c:18]([CH3:27])[n:19][c:20]4[cH:21][cH:22][cH:23][cH:24][c:25]4[cH:26]3)[cH:11][cH:12][n:13][c:14]2[cH:15]1.[ClH:36].[H-:41].[K+:34].[K+:35].[NH2:37][C:38](=[NH:39])[NH2:40].[Na+:42].[OH2:43]>>[CH2:2]([CH2:3][CH2:4][O:5][c:6]1[c:7]([O:28][CH3:29])[cH:8][c:9]2[c:10]([O:16][c:17]3[c:18]([CH3:27])[n:19][c:20]4[cH:21][cH:22][cH:23][cH:24][c:25]4[cH:26]3)[cH:11][cH:12][n:13][c:14]2[cH:15]1)[NH:39][C:38](=[NH:37])[NH2:40].